From a dataset of the Open Reaction Database (ORD), a public repository of structured organic reaction records. describe an organic reaction: reactants, conditions, products, and yield The reactants are CN(CCN1N=C2C3=C1C=CC(=C3C(C3=C(C=CC(=C32)OCC3=CC=CC=C3)OCC3=CC=CC=C3)=O)NCCN(C)C)C (2-[2-(dimethylamino)-ethyl]-5-[[2-(dimethylamino)ethyl]amino]-7,10-bis(phenylmethoxy)-anthra[1,9-cd]pyrazol-6(2H)-one), ClCCl (dichloromethane), B(Cl)(Cl)Cl (boron trichloride). Yields the product OC1=C2C(C3=C(C=CC=4N(N=C(C43)C2=C(C=C1)O)CCN(C)C)NCCN(C)C)=O (7,10-Dihydroxy-2-[2-(dimethylamino)-ethyl]-5-[[2-(dimethylamino)ethyl]amino]anthra-[1,9-cd]pyrazol-6(2H)-one). As a reaction SMILES: [CH3:1][N:2]([CH3:44])[CH2:3][CH2:4][N:5]1[C:9]2[CH:10]=[CH:11][C:12]([NH:38][CH2:39][CH2:40][N:41]([CH3:43])[CH3:42])=[C:13]3[C:14](=[O:37])[C:15]4[C:20]([C:7]([C:8]=23)=[N:6]1)=[C:19]([O:21]CC1C=CC=CC=1)[CH:18]=[CH:17][C:16]=4[O:29]CC1C=CC=CC=1.ClCCl.B(Cl)(Cl)Cl>CO>[OH:29][C:16]1[CH:17]=[CH:18][C:19]([OH:21])=[C:20]2[C:15]=1[C:14](=[O:37])[C:13]1[C:8]3[C:7]2=[N:6][N:5]([CH2:4][CH2:3][N:2]([CH3:44])[CH3:1])[C:9]=3[CH:10]=[CH:11][C:12]=1[NH:38][CH2:39][CH2:40][N:41]([CH3:43])[CH3:42]. Isolated yield 47.6%. The solvent is CO (methanol). Procedure: 0.35 g (0.59 mmol) of 2-[2-(dimethylamino)-ethyl]-5-[[2-(dimethylamino)ethyl]amino]-7,10-bis(phenylmethoxy)-anthra[1,9-cd]pyrazol-6(2H)-one is dissolved in cold, dry dichloromethane (4 ml) and boron trichloride (4 ml, 1M solution in dichloromethane) is added dropwise over 30 minutes under argon. The reaction mixture is maintained at 0°-5° C. for 1 hour and then treated dropwise with cold methanol under argon. The mixture is then maintained at room temperature for 2 hours and then evaporated to d...